Dataset: the Open Reaction Database (ORD), a public repository of structured organic reaction records. Task: describe an organic reaction: reactants, conditions, products, and yield Starting materials: C(=O)(OC(C)(C)C)C1OC2=C(C=CC=C2O1)S(=O)(=O)N (Boc methylenedioxybenzenesulfonamide), [I-].[K+] (potassium iodide), O1CCOCC1 (1,4-dioxane), C([O-])([O-])=O.[Cs+].[Cs+] (cesium carbonate), ClCC1=NOC(=C1)C (3-chloromethyl-5-methyl isoxazole). Run in C(C)(=O)OCC.CCCCCC (ethyl acetate hexane). Conditions: temperature 60 celsius, time 16 hour. Yields the product CC1=NOC(=C1)C.C1OC2=C(C=CC=C2O1)S(=O)(=O)NC(=O)OC(C)(C)C (Boc methylenedioxybenzenesulfonamide 3-methyl-5-methylisoxazole). The yield is 42.0%. Reaction SMILES: C([CH:8]1[O:16][C:15]2[C:10](=[C:11]([S:17]([NH2:20])(=[O:19])=[O:18])[CH:12]=[CH:13][CH:14]=2)[O:9]1)(OC(C)(C)C)=O.[C:21](=[O:24])([O-])[O-:22].[Cs+].[Cs+].Cl[CH2:28][C:29]1[CH:33]=[C:32]([CH3:34])[O:31][N:30]=1.[I-].[K+].O1CCOC[CH2:38]1>C(OCC)(=O)C.CCCCCC>[CH3:28][C:29]1[CH:33]=[C:32]([CH3:34])[O:31][N:30]=1.[CH2:8]1[O:16][C:15]2[C:10](=[C:11]([S:17]([NH:20][C:21]([O:22][C:32]([CH3:33])([CH3:34])[CH3:38])=[O:24])(=[O:18])=[O:19])[CH:12]=[CH:13][CH:14]=2)[O:9]1 |f:1.2.3,5.6,8.9,10.11|. Reported procedure: A solution of Boc methylenedioxybenzenesulfonamide free phenol (0.010 g, 0.020 mmol) in 1,4-dioxane (1 mL) was combined with cesium carbonate (0.015 g, 0.047 mmol), 3-chloromethyl-5-methyl isoxazole (0.004 g, 0.028 mmol) and potassium iodide (˜1 mg, 0.006 mmol). The solution was heated to 60° C. with stirring for 16 hours, and was cooled and dried in vacuo to give a pale yellow oil. Flash column chromatography (3:7 ethyl acetate/hexane) gave Boc methylenedioxybenzenesulfonamide 3-methyl-5-methyl... Starting materials: C1(CCCCC1)N=C=NC1CCCCC1 (dicyclohexylcarbodiimide), ice, C1(=CC=CC=C1)C(C1=CC=CC=C1)(C1=CC=CC=C1)NC=1SC=C(N1)/C(/C(=O)O)=N/OC(C1=CC(=C(C=C1)OC(C)=O)OC(C)=O)C(=O)OC(C1=CC=CC=C1)C1=CC=CC=C1 (2-(2-triphenylmethylamino-4-thiazolyl)-2-[Z-[diphenylmethyloxycarbonyl(3,4-diacetoxyphenyl)methyl]oxyimino]acetic acid), C1(=CC=CC=C1)C(C1=CC=CC=C1)OC(=O)C=1N2C([C@H]([C@H]2SCC1CSC1=CC(=NC=2N1N=C(N2)C(=O)OC(C2=CC=CC=C2)C2=CC=CC=C2)C)N)=O ((6R,7R)-7-amino-3-[(2-diphenylmethyloxycarbonyl-5-methyl-s-triazolo[1,5-a]pyrimidin-7-yl)thiomethyl]-8-oxo-5-thia-1-azabicyclo[4.2.0]oct-2-ene-2-carboxylic acid diphenylmethyl ester). The solvent is ClCCl (dichloromethane). Reaction conditions: time 5 hour. Product: C1(=CC=CC=C1)C(C1=CC=CC=C1)OC(=O)C=1N2C([C@H]([C@H]2SCC1CSC1=CC(=NC=2N1N=C(N2)C(=O)OC(C2=CC=CC=C2)C2=CC=CC=C2)C)NC(\C(=N/OC(C2=CC(=C(C=C2)OC(C)=O)OC(C)=O)C(=O)OC(C2=CC=CC=C2)C2=CC=CC=C2)\C=2N=C(SC2)NC(C2=CC=CC=C2)(C2=CC=CC=C2)C2=CC=CC=C2)=O)=O ((6R,7R)-7-[2-(2-triphenylmethylamino-4-thiazolyl)-2-[Z-[diphenylmethyloxycarbonyl(3,4-diacetoxyphenyl)methyl]oxyimino]acetamido]-3-[(2-diphenylmethyloxycarbonyl-5-methyl-s-triazolo[1,5-a]pyrimidin-7-yl)thiomethyl]-8-oxo-5-thia-1-azabicyclo[4.2.0]oct-2-ene-2-carboxylic acid diphenylmethyl ester). Reaction SMILES: [C:1]1([C:7]([NH:20][C:21]2[S:22][CH:23]=[C:24](/[C:26](=[N:30]/[O:31][CH:32]([C:47]([O:49][CH:50]([C:57]3[CH:62]=[CH:61][CH:60]=[CH:59][CH:58]=3)[C:51]3[CH:56]=[CH:55][CH:54]=[CH:53][CH:52]=3)=[O:48])[C:33]3[CH:38]=[CH:37][C:36]([O:39][C:40](=[O:42])[CH3:41])=[C:35]([O:43][C:44](=[O:46])[CH3:45])[CH:34]=3)/[C:27](O)=[O:28])[N:25]=2)([C:14]2[CH:19]=[CH:18][CH:17]=[CH:16][CH:15]=2)[C:8]2[CH:13]=[CH:12][CH:11]=[CH:10][CH:9]=2)[CH:6]=[CH:5][CH:4]=[CH:3][CH:2]=1.[C:63]1([CH:69]([O:76][C:77]([C:79]2[N:80]3[C@H:83]([S:84][CH2:85][C:86]=2[CH2:87][S:88][C:89]2[N:94]4[N:95]=[C:96]([C:98]([O:100][CH:101]([C:108]5[CH:113]=[CH:112][CH:111]=[CH:110][CH:109]=5)[C:102]5[CH:107]=[CH:106][CH:105]=[CH:104][CH:103]=5)=[O:99])[N:97]=[C:93]4[N:92]=[C:91]([CH3:114])[CH:90]=2)[C@H:82]([NH2:115])[C:81]3=[O:116])=[O:78])[C:70]2[CH:75]=[CH:74][CH:73]=[CH:72][CH:71]=2)[CH:68]=[CH:67][CH:66]=[CH:65][CH:64]=1.C1(N=C=NC2CCCCC2)CCCCC1>ClCCl>[C:63]1([CH:69]([O:76][C:77]([C:79]2[N:80]3[C@H:83]([S:84][CH2:85][C:86]=2[CH2:87][S:88][C:89]2[N:94]4[N:95]=[C:96]([C:98]([O:100][CH:101]([C:108]5[CH:109]=[CH:110][CH:111]=[CH:112][CH:113]=5)[C:102]5[CH:103]=[CH:104][CH:105]=[CH:106][CH:107]=5)=[O:99])[N:97]=[C:93]4[N:92]=[C:91]([CH3:114])[CH:90]=2)[C@H:82]([NH:115][C:27](=[O:28])/[C:26](/[C:24]2[N:25]=[C:21]([NH:20][C:7]([C:14]4[CH:19]=[CH:18][CH:17]=[CH:16][CH:15]=4)([C:8]4[CH:9]=[CH:10][CH:11]=[CH:12][CH:13]=4)[C:1]4[CH:2]=[CH:3][CH:4]=[CH:5][CH:6]=4)[S:22][CH:23]=2)=[N:30]\[O:31][CH:32]([C:47]([O:49][CH:50]([C:57]2[CH:62]=[CH:61][CH:60]=[CH:59][CH:58]=2)[C:51]2[CH:56]=[CH:55][CH:54]=[CH:53][CH:52]=2)=[O:48])[C:33]2[CH:38]=[CH:37][C:36]([O:39][C:40](=[O:42])[CH3:41])=[C:35]([O:43][C:44](=[O:46])[CH3:45])[CH:34]=2)[C:81]3=[O:116])=[O:78])[C:70]2[CH:71]=[CH:72][CH:73]=[CH:74][CH:75]=2)[CH:68]=[CH:67][CH:66]=[CH:65][CH:64]=1. Reported procedure: To an ice-cooled solution of the crude product obtained in Step 5 (5.6 g) and (6R,7R)-7-amino-3-[(2-diphenylmethyloxycarbonyl-5-methyl-s-triazolo[1,5-a]pyrimidin-7-yl)thiomethyl]-8-oxo-5-thia-1-azabicyclo[4.2.0]oct-2-ene-2-carboxylic acid diphenylmethyl ester (5.0 g) in dichloromethane (170 ml) was added dicyclohexylcarbodiimide (1.4 g), and the mixture was stirred at room temperature for five hours. After filtering off the insoluble matters, the filtrate was concentrated under reduced pressure.... Starting materials: OC(CC[C@H]1CCC([C@@H]1CCCCCCC(=O)OCC)=O)CCCCC (15-hydroxy-9-oxoprostanoic acid, ethyl ester), [Cl-].[Na+] (sodium chloride), product, [OH-].[K+] (potassium hydroxide), Cl (hydrochloric acid). Solvent: CO (methanol). Reaction conditions: time 18 hour. The product is OC(CC[C@H]1CCC([C@@H]1CCCCCCC(=O)O)=O)CCCCC (15-hydroxy-9-oxoprostanoic acid). Reaction SMILES: [OH:1][CH:2]([CH2:22][CH2:23][CH2:24][CH2:25][CH3:26])[CH2:3][CH2:4][C@@H:5]1[C@@H:9]([CH2:10][CH2:11][CH2:12][CH2:13][CH2:14][CH2:15][C:16]([O:18]CC)=[O:17])[C:8](=[O:21])[CH2:7][CH2:6]1.[OH-].[K+].Cl.[Cl-].[Na+]>CO>[OH:1][CH:2]([CH2:22][CH2:23][CH2:24][CH2:25][CH3:26])[CH2:3][CH2:4][C@@H:5]1[C@@H:9]([CH2:10][CH2:11][CH2:12][CH2:13][CH2:14][CH2:15][C:16]([OH:18])=[O:17])[C:8](=[O:21])[CH2:7][CH2:6]1 |f:1.2,4.5|. Procedure: A suspension of 15 g. of 15-hydroxy-9-oxoprostanoic acid, ethyl ester in 230 ml. of aqueous methanol (1:1) containing 6.45 g. of potassium hydroxide is stirred at 50° C. for 1 hour and then at room temperature for 18 hours. The resulting solution is acidified with 1 N hydrochloric acid, saturated with sodium chloride, and extracted several times with diethyl ether. The combined ether extracts are washed twice with saturated sodium chloride solution, dried with anhydrous magnesium sulfate, and ta... Starting materials: CC(=O)c1ccc(S)c(Cl)c1, [H-], IC1CCOCC1, [Na+], CN(C)C=O. The product is CC(=O)c1ccc(SC2CCOCC2)c(Cl)c1. Reaction SMILES: [Cl:1][c:2]1[cH:3][c:4]([C:9]([CH3:10])=[O:11])[cH:5][cH:6][c:7]1[SH:8].[H-:12].[I:14][CH:15]1[CH2:16][CH2:17][O:18][CH2:19][CH2:20]1.[Na+:13].[O:21]=[CH:22][N:23]([CH3:24])[CH3:25]>>[Cl:1][c:2]1[cH:3][c:4]([C:9]([CH3:10])=[O:11])[cH:5][cH:6][c:7]1[S:8][CH:15]1[CH2:16][CH2:17][O:18][CH2:19][CH2:20]1. Reactants: C(=O)(O)C1=C(C=C(C(=O)OC)C=C1)[N+](=O)[O-] (methyl 4-carboxy-3-nitrobenzoate). Reagents/catalysts: [C].[Pd] (palladium-carbon). The solvent is C(C)O (ethanol). The product is NC=1C=C(C(=O)OC)C=CC1C(=O)O (methyl 3-amino-4-carboxybenzoate). The yield is 65.4%. RXN SMILES: [C:1]([C:4]1[CH:13]=[CH:12][C:7]([C:8]([O:10][CH3:11])=[O:9])=[CH:6][C:5]=1[N+:14]([O-])=O)([OH:3])=[O:2]>C(O)C.[C].[Pd]>[NH2:14][C:5]1[CH:6]=[C:7]([CH:12]=[CH:13][C:4]=1[C:1]([OH:3])=[O:2])[C:8]([O:10][CH3:11])=[O:9] |f:2.3|. Procedure details: A solution of methyl 4-carboxy-3-nitrobenzoate (3 g, 13.3 mM) in ethanol (20 ml) was hydrogenated at atmospheric pressure in the presence of 10% palladium-carbon (1 g) for 40 minutes. After filtration of the catalyst, the solid was recrystallised from ethanol to give methyl 3-amino-4-carboxybenzoate (1.7 g, 65%). Reactants: Cc1nc(C(N)=O)c2n1-c1ccc(Cl)cc1C(c1ccccc1)=NC2, c1ccncc1. Product: Cc1nc(C#N)c2n1-c1ccc(Cl)cc1C(c1ccccc1)=NC2. Reaction SMILES: [Cl:1][c:2]1[cH:3][cH:4][c:5]2[c:6]([cH:25]1)[C:7]([c:19]1[cH:20][cH:21][cH:22][cH:23][cH:24]1)=[N:8][CH2:9][c:10]1[n:11]-2[c:12]([CH3:18])[n:13][c:14]1[C:15](=[O:16])[NH2:17].[cH:26]1[cH:27][cH:28][n:29][cH:30][cH:31]1>>[Cl:1][c:2]1[cH:3][cH:4][c:5]2[c:6]([cH:25]1)[C:7]([c:19]1[cH:20][cH:21][cH:22][cH:23][cH:24]1)=[N:8][CH2:9][c:10]1[n:11]-2[c:12]([CH3:18])[n:13][c:14]1[C:15]#[N:17]. Starting materials: ClC=1C=C(C(=O)OO)C=CC1 (m-Chloroperoxybenzoic acid), C(C)(C)(C)OC(=O)N1CCC(CC1)(CSCC1=CC(=CC(=C1)C(F)(F)F)C(F)(F)F)C1=CC=CC=C1 (1-t-Butoxycarbonyl-4-phenyl-4-[3,5-bis(trifluoromethyl)benzylthiomethyl]piperidine), C([O-])([O-])=O.[K+].[K+] (potassium carbonate). Run in ClCCl (dichloromethane), ClCCl (dichloromethane). Conditions: time 30 minute. Product: C(C)(C)(C)OC(=O)N1CCC(CC1)(CS(=O)CC1=CC(=CC(=C1)C(F)(F)F)C(F)(F)F)C1=CC=CC=C1 (1-t-butoxycarbonyl-4-phenyl-4-[3,5-bis(trifluoromethyl)benzylsulphinylmethyl]piperidine). RXN SMILES: ClC1C=C(C=CC=1)C(OO)=[O:6].[C:12]([O:16][C:17]([N:19]1[CH2:24][CH2:23][C:22]([C:42]2[CH:47]=[CH:46][CH:45]=[CH:44][CH:43]=2)([CH2:25][S:26][CH2:27][C:28]2[CH:33]=[C:32]([C:34]([F:37])([F:36])[F:35])[CH:31]=[C:30]([C:38]([F:41])([F:40])[F:39])[CH:29]=2)[CH2:21][CH2:20]1)=[O:18])([CH3:15])([CH3:14])[CH3:13].C(=O)([O-])[O-].[K+].[K+]>ClCCl>[C:12]([O:16][C:17]([N:19]1[CH2:24][CH2:23][C:22]([C:42]2[CH:43]=[CH:44][CH:45]=[CH:46][CH:47]=2)([CH2:25][S:26]([CH2:27][C:28]2[CH:33]=[C:32]([C:34]([F:36])([F:37])[F:35])[CH:31]=[C:30]([C:38]([F:41])([F:39])[F:40])[CH:29]=2)=[O:6])[CH2:21][CH2:20]1)=[O:18])([CH3:15])([CH3:13])[CH3:14] |f:2.3.4|. Procedure details: m-Chloroperoxybenzoic acid (80-90%, 0.4 g) was added to a solution of Example 3 (1 g) in dichloromethane (20 ml) containing potassium carbonate (0.5 g), at 0° C. The solution was stirred for 30 min, diluted with dichloromethane (20 ml), washed with water, dried (Na2SO4) and removal of the solvent in vacuo gave an off white solid. The solid was recrystallised from diethyl ether/petrol giving 1-t-butoxycarbonyl-4-phenyl-4-[3,5-bis(trifluoromethyl)benzylsulphinylmethyl]piperidine as a white solid, ... The reactants are [H-].[H-].[H-].[H-].[Li+].[Al+3] (LiAlH4), CC1(CCCCC1)C(=O)O (1-methyl-cyclohexanecarboxylic acid), O (H2O), [OH-].[Na+] (NaOH). Solvent: C1CCOC1 (THF), C1CCOC1 (THF). Run at temperature 4 celsius. Product: CC1(CCCCC1)CO ((1-methyl-cyclohexyl)-methanol). Isolated yield 82.0%. As a reaction SMILES: [H-].[H-].[H-].[H-].[Li+].[Al+3].[CH3:7][C:8]1([C:14](O)=[O:15])[CH2:13][CH2:12][CH2:11][CH2:10][CH2:9]1.[OH-].[Na+].O>C1COCC1>[CH3:7][C:8]1([CH2:14][OH:15])[CH2:13][CH2:12][CH2:11][CH2:10][CH2:9]1 |f:0.1.2.3.4.5,7.8|. Procedure: To a stirring solution of LiAlH4 (20 mmol) in anhydrous THF (10 mL) at 4° C. was added 1-methyl-cyclohexanecarboxylic acid (i, 7.0 mmol) in 50 mL of THF dropwise over a period of 1 hour. The solution was stirred at refluxing temperature under N2 for 6 hours. The solution was cooled to 4° C. by ice bath, and 1 mL of 1 N NaOH (1 mL) followed by H2O (2 mL) was slowly added to the solution to quench the reaction. The solution was stirred at 23° C. for 1 hour and then filtered to remove solid materia... Starting materials: CC(C)CN(C(=O)C(=O)O)C1CC(C(=O)N2CCOCC2)CN(C(=O)OC(C)(C)C)C1, CCN(C(C)C)C(C)C, COCCCCNc1cc(F)ccc1N, CN(C)C=O, On1nnc2ccccc21. Yields the product COCCCCNc1cc(F)ccc1NC(=O)C(=O)N(CC(C)C)C1CC(C(=O)N2CCOCC2)CN(C(=O)OC(C)(C)C)C1. Reaction SMILES: [C:1]([CH3:2])([CH3:3])([CH3:4])[O:5][C:6](=[O:7])[N:8]1[CH2:9][CH:10]([N:22]([CH2:23][CH:24]([CH3:25])[CH3:26])[C:27]([C:28](=[O:29])[OH:30])=[O:31])[CH2:11][CH:12]([C:14](=[O:15])[N:16]2[CH2:17][CH2:18][O:19][CH2:20][CH2:21]2)[CH2:13]1.[CH:57]([N:58]([CH:59]([CH3:60])[CH3:61])[CH2:62][CH3:63])([CH3:64])[CH3:65].[F:42][c:43]1[cH:44][c:45]([NH:50][CH2:51][CH2:52][CH2:53][CH2:54][O:55][CH3:56])[c:46]([NH2:47])[cH:48][cH:49]1.[O:66]=[CH:67][N:68]([CH3:69])[CH3:70].[OH:32][n:33]1[c:34]2[c:35]([cH:36][cH:37][cH:38][cH:39]2)[n:40][n:41]1>>[C:1]([CH3:2])([CH3:3])([CH3:4])[O:5][C:6](=[O:7])[N:8]1[CH2:9][CH:10]([N:22]([CH2:23][CH:24]([CH3:25])[CH3:26])[C:27]([C:28](=[O:29])[NH:47][c:46]2[c:45]([NH:50][CH2:51][CH2:52][CH2:53][CH2:54][O:55][CH3:56])[cH:44][c:43]([F:42])[cH:49][cH:48]2)=[O:31])[CH2:11][CH:12]([C:14](=[O:15])[N:16]2[CH2:17][CH2:18][O:19][CH2:20][CH2:21]2)[CH2:13]1. Starting materials: IC1=CN=C2N1N=C(C=C2C(F)(F)F)C2=CC=C(C=C2)C(F)(F)F (3-iodo-8-trifluoromethyl-6-(4-trifluoromethyl-phenyl)-imidazo[1,2-b]pyridazine), C(#C)C=1C=NC(=NC1)N (5-Ethynyl-pyrimidin-2-ylamine). Product: FC(C=1C=2N(N=C(C1)C1=CC=C(C=C1)C(F)(F)F)C(=CN2)C#CC=2C=NC(=NC2)N)(F)F (5-[8-Trifluoromethyl-6-(4-trifluoromethyl-phenyl)-imidazo[1,2-b]pyridazin-3-ylethynyl]-pyrimidin-2-ylamine), solid. Isolated yield 11.0%. As a reaction SMILES: I[C:2]1[N:6]2[N:7]=[C:8]([C:15]3[CH:20]=[CH:19][C:18]([C:21]([F:24])([F:23])[F:22])=[CH:17][CH:16]=3)[CH:9]=[C:10]([C:11]([F:14])([F:13])[F:12])[C:5]2=[N:4][CH:3]=1.[C:25]([C:27]1[CH:28]=[N:29][C:30]([NH2:33])=[N:31][CH:32]=1)#[CH:26]>>[F:12][C:11]([F:14])([F:13])[C:10]1[C:5]2[N:6]([C:2]([C:26]#[C:25][C:27]3[CH:28]=[N:29][C:30]([NH2:33])=[N:31][CH:32]=3)=[CH:3][N:4]=2)[N:7]=[C:8]([C:15]2[CH:20]=[CH:19][C:18]([C:21]([F:24])([F:23])[F:22])=[CH:17][CH:16]=2)[CH:9]=1. Procedure details: The title compound was prepared from 3-iodo-8-trifluoromethyl-6-(4-trifluoromethyl-phenyl)-imidazo[1,2-b]pyridazine (example C.26 step 11) (457 mg, 1 mmol) and 5-ethynyl-pyrimidin-2-ylamine (example D.2) (155 mg, 1.3 mmol) according to general procedure II. Obtained as a light yellow solid (50 mg, 11%). MS (ISP) 449.2 [(M+H)+]; mp 220-221° C.